Dataset: the Open Reaction Database (ORD), a public repository of structured organic reaction records. Task: describe an organic reaction: reactants, conditions, products, and yield Starting materials: Cl (HCl), ClC1=CC=C(C=C1)S(=O)(=O)N1CCC(CC1)C(=O)N1CCN(CC1)C(=O)OOC(C)(C)C (1-(4-chlorophenylsulphonyl)-4-[1-(t-butoxyoxycarbonyl)piperazine-4-ylcarbonyl]piperidine). Run in C(C)(=O)OCC (ethyl acetate), C(C)(=O)OCC (Ethyl acetate). Run at time 2 hour. The product is Cl.ClC1=CC=C(C=C1)S(=O)(=O)N1CCC(CC1)C(=O)N1CCNCC1 (1-(4-chlorophenylsulphonyl)-4-(4-piperazinylcarbonyl)piperidine hydrochloride). RXN SMILES: Cl.[Cl:2][C:3]1[CH:8]=[CH:7][C:6]([S:9]([N:12]2[CH2:17][CH2:16][CH:15]([C:18]([N:20]3[CH2:25][CH2:24][N:23](C(OOC(C)(C)C)=O)[CH2:22][CH2:21]3)=[O:19])[CH2:14][CH2:13]2)(=[O:11])=[O:10])=[CH:5][CH:4]=1>C(OCC)(=O)C>[ClH:2].[Cl:2][C:3]1[CH:8]=[CH:7][C:6]([S:9]([N:12]2[CH2:13][CH2:14][CH:15]([C:18]([N:20]3[CH2:21][CH2:22][NH:23][CH2:24][CH2:25]3)=[O:19])[CH2:16][CH2:17]2)(=[O:11])=[O:10])=[CH:5][CH:4]=1 |f:3.4|. Procedure details: Ethyl acetate saturated with gaseous HCl was added to a solution of 1-(4-chlorophenylsulphonyl)-4-[1-(t-butoxyoxycarbonyl)piperazine-4-ylcarbonyl]piperidine (1.10 g) in ethyl acetate (25 ml). The reaction was stirred at room temperature for 2 hours. Solvent was removed by evaporation to give the crude 1-(4-chlorophenylsulphonyl)-4-(4-piperazinylcarbonyl)piperidine hydrochloride. Starting materials: S(O)(O)(=O)=O (sulfuric acid), CN1N=C(C(=C1C)C(=O)N1C(CC(C2=CC=CC=C12)C)(C)C)C (N-(1,3,5-trimethylpyrazole-4-yl carbonyl)-2,2,4-trimethyl-1,2,3,4-tetrahydroquinoline), ice water. Reaction conditions: time 24 hour. Product: CN1N=C(C(=C1C)C(=O)NC1=C2C(CC(C2=CC=C1)(C)C)C)C (1,3,5-trimethyl-N-(1,1,3-trimethylindane-4-yl)pyrazole-4-carboxamide). Yield: 54.8%. Reaction SMILES: S(=O)(=O)(O)O.[CH3:6][N:7]1[C:11]([CH3:12])=[C:10]([C:13]([N:15]2[C:24]3[C:19](=[CH:20][CH:21]=[CH:22][CH:23]=3)[CH:18]([CH3:25])[CH2:17][C:16]2([CH3:27])[CH3:26])=[O:14])[C:9]([CH3:28])=[N:8]1>>[CH3:6][N:7]1[C:11]([CH3:12])=[C:10]([C:13]([NH:15][C:24]2[CH:23]=[CH:22][CH:21]=[C:20]3[C:19]=2[CH:18]([CH3:25])[CH2:17][C:16]3([CH3:26])[CH3:27])=[O:14])[C:9]([CH3:28])=[N:8]1. Procedure: 5 cc of 85% aqueous sulfuric acid was added to 0.31 g of N-(1,3,5-trimethylpyrazole-4-yl carbonyl)-2,2,4-trimethyl-1,2,3,4-tetrahydroquinoline at room temperature, followed by stirring at the same temperature for 24 hours. The reaction mixture was poured into ice water. The precipitated crystal was filtered and washed with n-hexane. After being dried, the crystal was recrystallized from n-hexane-ethyl acetate to obtain 0.17 g of the objective 1,3,5-trimethyl-N-(1,1,3-trimethylindane-4-yl)pyrazol...